This data is from the Open Reaction Database (ORD), a public repository of structured organic reaction records. The task is: describe an organic reaction: reactants, conditions, products, and yield Reactants: C(C)(=O)OC=1C=C2C(NC=NC2=CC1OC)=O (6-acetoxy-7-methoxy-quinazolin-4-one), BrC=1C=C(N)C=CC1 (3-bromoaniline). Reagents/catalysts: CN(C)C=O (DMF). Run in O=S(Cl)Cl (SOCl2). Conditions: temperature 100 celsius, time 3 hour. The product is C(C)(=O)OC=1C=C2C(=NC=NC2=CC1OC)NC1=CC(=CC=C1)Br (6-acetoxy-4-(3-bromo-phenylamino)-7-methoxy-quinazoline). RXN SMILES: [C:1]([O:4][C:5]1[CH:6]=[C:7]2[C:12](=[CH:13][C:14]=1[O:15][CH3:16])[N:11]=[CH:10][NH:9][C:8]2=O)(=[O:3])[CH3:2].[Br:18][C:19]1[CH:20]=[C:21]([CH:23]=[CH:24][CH:25]=1)[NH2:22]>O=S(Cl)Cl.CN(C=O)C>[C:1]([O:4][C:5]1[CH:6]=[C:7]2[C:12](=[CH:13][C:14]=1[O:15][CH3:16])[N:11]=[CH:10][N:9]=[C:8]2[NH:22][C:21]1[CH:23]=[CH:24][CH:25]=[C:19]([Br:18])[CH:20]=1)(=[O:3])[CH3:2]. Procedure details: To a solution of 6-acetoxy-7-methoxy-quinazolin-4-one (RO0505111-000) (1.0 g, 4.26 mmol) (from Example 15, Step A, supra) in SOCl2 (12.5 mL) (Aldrich) was added a few drops of DMF (0.1 mL). The reaction mixture was then heated with stirring at 100° C. for 3 hours. The solvents were evaporated and the residue was dried in vacuo. The residue was dissolved in 2-propanol (20 mL), then 3-bromoaniline (0.806 g, 4.69 mmol) (Aldrich) was added. The reaction mixture was heated at 110° C. for 3 hours. The... The reactants are C1=C(C=CC=2C3=CC=CC=C3CC12)C(=O)N1CC=2N(CC3=C1C=CC=C3)C=CC2 (10-(9H-fluoren-2-ylcarbonyl)-10,11-dihydro-5H-pyrrolo[2,1-c][1,4]benzodiazepine), ClC(C(=O)Cl)(Cl)Cl (trichloroacetyl chloride), ice water. The solvent is O1CCOCC1 (1,4-dioxane). The product is ClC(C(=O)C1=CC=C2CN(C3=C(CN21)C=CC=C3)C(=O)C3=CC=2CC1=CC=CC=C1C2C=C3)(Cl)Cl (2,2,2-Trichloro-1-[10-(9H-fluorene-2-carbonyl)-10,11-dihydro-5H-pyrrolo[2,1-c][1,4]benzodiazepin-3-yl]-ethanone). The yield is 88.6%. As a reaction SMILES: [CH:1]1[C:13]2[CH2:12][C:11]3[C:6](=[CH:7][CH:8]=[CH:9][CH:10]=3)[C:5]=2[CH:4]=[CH:3][C:2]=1[C:14]([N:16]1[C:22]2[CH:23]=[CH:24][CH:25]=[CH:26][C:21]=2[CH2:20][N:19]2[CH:27]=[CH:28][CH:29]=[C:18]2[CH2:17]1)=[O:15].[Cl:30][C:31]([Cl:36])([Cl:35])[C:32](Cl)=[O:33]>O1CCOCC1>[Cl:30][C:31]([Cl:36])([Cl:35])[C:32]([C:27]1[N:19]2[C:18]([CH2:17][N:16]([C:14]([C:2]3[CH:3]=[CH:4][C:5]4[C:6]5[C:11](=[CH:10][CH:9]=[CH:8][CH:7]=5)[CH2:12][C:13]=4[CH:1]=3)=[O:15])[C:22]3[CH:23]=[CH:24][CH:25]=[CH:26][C:21]=3[CH2:20]2)=[CH:29][CH:28]=1)=[O:33]. Reported procedure: To 25 mL of 1,4-dioxane was added 0.59 g (0.0016 mol) of 10-(9H-fluoren-2-ylcarbonyl)-10,11-dihydro-5H-pyrrolo[2,1-c][1,4]benzodiazepine opf Step A followed by the addition of 0.31 g (0.0017 mol) of trichloroacetyl chloride. The solution was heated under reflux for 10 minutes, cooled to room temperature and poured into ice water with stirring The precipitate was collected, washed with water and dried yielding 0.74 g of title compound which was used directly in the next step. The reactants are C, O=C(CC1(c2ccccc2)CCN(C(=O)OCc2ccccc2)CC1)NCCc1ccccc1F, CO, O=C[O-], [NH4+], [Pd]. Product: O=C(CC1(c2ccccc2)CCNCC1)NCCc1ccccc1F. RXN SMILES: [C:42].[CH2:5]([O:6][C:7](=[O:8])[N:15]1[CH2:16][CH2:17][C:18]([c:21]2[cH:22][cH:23][cH:24][cH:25][cH:26]2)([CH2:27][C:28]([NH:29][CH2:30][CH2:31][c:32]2[c:33]([F:38])[cH:34][cH:35][cH:36][cH:37]2)=[O:39])[CH2:19][CH2:20]1)[c:9]1[cH:10][cH:11][cH:12][cH:13][cH:14]1.[CH3:40][OH:41].[CH:1]([O-:2])=[O:3].[NH4+:4].[Pd:43]>>[NH:15]1[CH2:16][CH2:17][C:18]([c:21]2[cH:22][cH:23][cH:24][cH:25][cH:26]2)([CH2:27][C:28]([NH:29][CH2:30][CH2:31][c:32]2[c:33]([F:38])[cH:34][cH:35][cH:36][cH:37]2)=[O:39])[CH2:19][CH2:20]1.